Dataset: the Open Reaction Database (ORD), a public repository of structured organic reaction records. Task: describe an organic reaction: reactants, conditions, products, and yield Reactants: [Br-], [Br-], CC(C)(C)OC(=O)N1CCC(c2cnc(SCCCOCc3ccccc3)nc2)C(OCc2ccc3ccccc3c2)C1, [Zn+2]. The product is c1ccc(COCCCSc2ncc(C3CCNCC3OCc3ccc4ccccc4c3)cn2)cc1. Reaction SMILES: [Br-:44].[Br-:46].[CH2:1]([c:2]1[cH:3][cH:4][cH:5][cH:6][cH:7]1)[O:8][CH2:9][CH2:10][CH2:11][S:12][c:13]1[n:14][cH:15][c:16]([CH:19]2[CH:20]([O:32][CH2:33][c:34]3[cH:35][c:36]4[cH:37][cH:38][cH:39][cH:40][c:41]4[cH:42][cH:43]3)[CH2:21][N:22]([C:25]([O:26][C:27]([CH3:28])([CH3:29])[CH3:30])=[O:31])[CH2:23][CH2:24]2)[cH:17][n:18]1.[Zn+2:45]>>[CH2:1]([c:2]1[cH:3][cH:4][cH:5][cH:6][cH:7]1)[O:8][CH2:9][CH2:10][CH2:11][S:12][c:13]1[n:14][cH:15][c:16]([CH:19]2[CH:20]([O:32][CH2:33][c:34]3[cH:35][c:36]4[cH:37][cH:38][cH:39][cH:40][c:41]4[cH:42][cH:43]3)[CH2:21][NH:22][CH2:23][CH2:24]2)[cH:17][n:18]1. Reactants: CNC(=O)c1ccc(Br)cc1CO, CN1CCN(C)C1=O, CCOC(C)=O, CC(C)[Mg+], [Cl-]. The product is CN1Cc2cc(Br)ccc2C1=O. As a reaction SMILES: [Br:1][c:2]1[cH:3][c:4]([CH2:12][OH:13])[c:5]([C:6](=[O:7])[NH:8][CH3:9])[cH:10][cH:11]1.[CH3:14][N:15]1[CH2:16][CH2:17][N:18]([CH3:19])[C:20]1=[O:21].[CH3:27][CH2:28][O:29][C:30]([CH3:31])=[O:32].[CH:23]([Mg+:24])([CH3:25])[CH3:26].[Cl-:22]>>[Br:1][c:2]1[cH:3][c:4]2[c:5]([cH:10][cH:11]1)[C:6](=[O:7])[N:8]([CH3:9])[CH2:12]2. Reactants: OC1=CC2=C(O[C@H](CO2)CN)C=C1 ((S)-2,3-Dihydro-6-hydroxy-1,4-benzodioxin-2-methanamine), [I-].[Na+] (sodium iodide), ClCCCOC1=CC=C2C=CC(OC2=C1)=O (7-(3-chloropropoxy)coumarin), C(C)(C)N(CC)C(C)C (diisopropylethylamine). Solvent: CN(C)C=O (DMF). The product is OC1=CC2=C(O[C@H](CO2)CNCCCOC2=CC3=C(C=CC(O3)=O)C=C2)C=C1 ((S)-7-[3-[[(2,3-Dihydro-6-hydroxy-1,4-benzodioxin-2-yl)methyl]amino]propoxy]-2H-1-benzopyran-2-one). Yield: 12.8%. Reaction SMILES: [OH:1][C:2]1[CH:13]=[CH:12][C:5]2[O:6][C@@H:7]([CH2:10][NH2:11])[CH2:8][O:9][C:4]=2[CH:3]=1.Cl[CH2:15][CH2:16][CH2:17][O:18][C:19]1[CH:28]=[C:27]2[C:22]([CH:23]=[CH:24][C:25](=[O:29])[O:26]2)=[CH:21][CH:20]=1.C(N(C(C)C)CC)(C)C.[I-].[Na+]>CN(C=O)C>[OH:1][C:2]1[CH:13]=[CH:12][C:5]2[O:6][C@@H:7]([CH2:10][NH:11][CH2:15][CH2:16][CH2:17][O:18][C:19]3[CH:20]=[CH:21][C:22]4[CH:23]=[CH:24][C:25](=[O:29])[O:26][C:27]=4[CH:28]=3)[CH2:8][O:9][C:4]=2[CH:3]=1 |f:3.4|. Procedure: (S)-2,3-Dihydro-6-hydroxy-1,4-benzodioxin-2-methanamine (2.89 g, 16.0 mmole), 7-(3-chloropropoxy)coumarin (3.46 g, 14.5 mmole), diisopropylethylamine (12.5 ml, 72 mmole) and sodium iodide (2.20 g, 14.7 mmole) were combined in 200 ml of DMF and heated at 80°-100° C. for 24 hours under a nitrogen atmosphere. The solvent was then removed in vacuum. The residue was column chromatographed on silica gel using first 0.5% methanol/dichloromethane, then 1% methanol/dichloromethane, and finally 3% methano... Starting materials: Tetrakis triphenylphosphine palladium, ClC1=NC(=CC=C1[C@H]1[C@@H](C1)NC(OC(C)(C)C)=O)C1=CC(=CC=C1)C(F)(F)F (tert-butyl (trans)-2-(2-chloro-6-(3-(trifluoromethyl)phenyl)pyridin-3-yl)cyclopropylcarbamate), ClC1=CC=C(C=C1)B(O)O (4-chlorophenylboronic acid), C(=O)([O-])[O-].[K+].[K+] (K2CO3), ice water. Run in C(C)#N.O (acetonitrile water). Product: ClC1=CC=C(C=C1)C1=NC(=CC=C1[C@H]1[C@@H](C1)NC(OC(C)(C)C)=O)C1=CC(=CC=C1)C(F)(F)F (tert-butyl (trans)-2-(2-(4-chlorophenyl)-6-(3-(trifluoromethyl)phenyl)pyridin-3-yl)cyclopropylcarbamate). Isolated yield 78.7%. Reaction SMILES: Cl[C:2]1[C:7]([C@@H:8]2[CH2:10][C@H:9]2[NH:11][C:12](=[O:18])[O:13][C:14]([CH3:17])([CH3:16])[CH3:15])=[CH:6][CH:5]=[C:4]([C:19]2[CH:24]=[CH:23][CH:22]=[C:21]([C:25]([F:28])([F:27])[F:26])[CH:20]=2)[N:3]=1.[Cl:29][C:30]1[CH:35]=[CH:34][C:33](B(O)O)=[CH:32][CH:31]=1.C([O-])([O-])=O.[K+].[K+]>C(#N)C.O>[Cl:29][C:30]1[CH:35]=[CH:34][C:33]([C:2]2[C:7]([C@@H:8]3[CH2:10][C@H:9]3[NH:11][C:12](=[O:18])[O:13][C:14]([CH3:17])([CH3:15])[CH3:16])=[CH:6][CH:5]=[C:4]([C:19]3[CH:24]=[CH:23][CH:22]=[C:21]([C:25]([F:28])([F:27])[F:26])[CH:20]=3)[N:3]=2)=[CH:32][CH:31]=1 |f:2.3.4,5.6|. Reported procedure: A solution of tert-butyl (trans)-2-(2-chloro-6-(3-(trifluoromethyl)phenyl)pyridin-3-yl)cyclopropylcarbamate (150 mg, 0.364 mmol), 4-chlorophenylboronic acid (67.3 mg, 0.432 mmol) and K2CO3 (149 mg, 1.09 mmol) in acetonitrile:water (4:1) was degassed for 20 min. Tetrakis triphenylphosphine palladium (4.2 mg, 0.00364 mmol) was added and the reaction mixture was heated at reflux for 16 h. After completion, the reaction mixture was poured into ice water (25 mL) and extracted with EtOAc (2×25 mL). Th... Reactants: [Si](C)(C)(C(C)(C)C)O[C@@H](CNC(=O)C[C@@H]1C=2C3=C(N=CN=C3SC2CC1)OC1CCC(CC1)N(C(OC(C)(C)C)=O)C)C (tert-butyl N-(4-[[(3R)-3-([[(2R)-2-[(tert-butyldimethylsilyl)oxy]propyl]carbamoyl]methyl)-7-thia-9,11-diazatricyclo[6.4.0.0[2,6]]dodeca-1(12),2(6),8,10-tetraen-12-yl]oxy]cyclohexyl)-N-methylcarbamate), Cl (hydrogen chloride). Solvent: ClCCl (dichloromethane). Run at time 1 hour. The product is O[C@@H](CNC(C[C@@H]1C=2C3=C(N=CN=C3SC2CC1)OC1CCC(CC1)NC)=O)C (N-[(2R)-2-hydroxypropyl]-2-[(3R)-12-[[4-(methylamino)cyclohexyl]oxy]-7-thia-9,11-diazatricyclo[6.4.0.0[2,6]]dodeca-1(12),2(6),8,10-tetraen-3-yl]acetamide). As a reaction SMILES: [Si]([O:8][C@H:9]([CH3:43])[CH2:10][NH:11][C:12]([CH2:14][C@H:15]1[CH2:26][CH2:25][C:24]2[S:23][C:22]3[C:17](=[C:18]([O:27][CH:28]4[CH2:33][CH2:32][CH:31]([N:34](C)[C:35](=O)OC(C)(C)C)[CH2:30][CH2:29]4)[N:19]=[CH:20][N:21]=3)[C:16]1=2)=[O:13])(C(C)(C)C)(C)C.Cl>ClCCl>[OH:8][C@H:9]([CH3:43])[CH2:10][NH:11][C:12](=[O:13])[CH2:14][C@H:15]1[CH2:26][CH2:25][C:24]2[S:23][C:22]3[C:17](=[C:18]([O:27][CH:28]4[CH2:29][CH2:30][CH:31]([NH:34][CH3:35])[CH2:32][CH2:33]4)[N:19]=[CH:20][N:21]=3)[C:16]1=2. Procedure: To a solution of tert-butyl N-(4-[[(3R)-3-([[(2R)-2-[(tert-butyldimethylsilyl)oxy]propyl]carbamoyl]methyl)-7-thia-9,11-diazatricyclo[6.4.0.0[2,6]]dodeca-1(12),2(6),8,10-tetraen-12-yl]oxy]cyclohexyl)-N-methylcarbamate (60 mg, 0.09 mmol, 1.00 equiv) in dichloromethane (2 mL) was added hydrogen chloride (6 N) (1 mL). The resulting solution was stirred for 1 h at room temperature. The resulting mixture was concentrated under vacuum. The crude product (50 mg) was purified by preparative HPLC under th... Reactants: CCOC(=O)C(=O)CC(C)(C)c1cccc(C)c1OC, CCCC[N+](CCCC)(CCCC)CCCC, [F-], C[Si](C)(C)C(F)(F)F, C1CCOC1. Reaction SMILES: [CH2:1]([CH3:2])[O:3][C:4]([C:5]([CH2:6][C:7]([CH3:8])([CH3:9])[c:10]1[c:11]([O:17][CH3:18])[c:12]([CH3:16])[cH:13][cH:14][cH:15]1)=[O:19])=[O:20].[CH3:30][CH2:31][CH2:32][CH2:33][N+:34]([CH2:35][CH2:36][CH2:37][CH3:38])([CH2:39][CH2:40][CH2:41][CH3:42])[CH2:43][CH2:44][CH2:45][CH3:46].[F-:29].[F:21][C:22]([F:23])([F:24])[Si:25]([CH3:26])([CH3:27])[CH3:28].[O:47]1[CH2:48][CH2:49][CH2:50][CH2:51]1>>[CH2:1]([CH3:2])[O:3][C:4]([C:5]([CH2:6][C:7]([CH3:8])([CH3:9])[c:10]1[c:11]([O:17][CH3:18])[c:12]([CH3:16])[cH:13][cH:14][cH:15]1)([OH:19])[C:22]([F:21])([F:23])[F:24])=[O:20]. Product: CCOC(=O)C(O)(CC(C)(C)c1cccc(C)c1OC)C(F)(F)F. The reactants are C(C1=CC=CC=C1)[C@H](C(=O)O)CC[C@@H](C(=O)N[C@@H]1C(N2[C@@H](SCC1)CCC[C@H]2C(=O)OC)=O)CC2=CC=CC=C2 ((2R,5R)-2,5-Dibenzyl-6-((4S,7S,10aS)-7-(methoxycarbonyl)-5-oxooctahydro-2H-pyrido[2,1-b][1,3]thiazepin-4-ylamino)-6-oxohexanoic acid), FC(C(=O)O)(F)F.N[C@@H]1C(N(C\C=C/C1)C1=CC=CC=C1)=O ((S,Z)-3-Amino-1-phenyl-3,4-dihydro-1H-azepin-2(7H)-one trifluoroacetate). Product: C(C1=CC=CC=C1)[C@H](C(=O)N[C@@H]1C(N2[C@@H](SCC1)CCC[C@H]2C(=O)OC)=O)CC[C@@H](C(N[C@@H]2C(N(C\C=C/C2)C2=CC=CC=C2)=O)=O)CC2=CC=CC=C2 ((4S,7S,10aS)-Methyl 4-((2R,5R)-2,5-dibenzyl-6-oxo-6-((S,Z)-2-oxo-1-phenyl-2,3,4,7-tetrahydro-1H-azepin-3-ylamino)hexanamido)-5-oxooctahydro-2H-pyrido[2,1-b][1,3]thiazepine-7-carboxylate), solid. Yield: 65.0%. As a reaction SMILES: [CH2:1]([C@@H:8]([CH2:12][CH2:13][C@H:14]([CH2:34][C:35]1[CH:40]=[CH:39][CH:38]=[CH:37][CH:36]=1)[C:15]([NH:17][C@H:18]1[CH2:24][CH2:23][S:22][C@H:21]2[CH2:25][CH2:26][CH2:27][C@@H:28]([C:29]([O:31][CH3:32])=[O:30])[N:20]2[C:19]1=[O:33])=[O:16])[C:9](O)=[O:10])[C:2]1[CH:7]=[CH:6][CH:5]=[CH:4][CH:3]=1.FC(F)(F)C(O)=O.[NH2:48][C@H:49]1[CH2:55][CH:54]=[CH:53][CH2:52][N:51]([C:56]2[CH:61]=[CH:60][CH:59]=[CH:58][CH:57]=2)[C:50]1=[O:62]>>[CH2:34]([C@@H:14]([CH2:13][CH2:12][C@H:8]([CH2:1][C:2]1[CH:3]=[CH:4][CH:5]=[CH:6][CH:7]=1)[C:9](=[O:10])[NH:48][C@H:49]1[CH2:55][CH:54]=[CH:53][CH2:52][N:51]([C:56]2[CH:61]=[CH:60][CH:59]=[CH:58][CH:57]=2)[C:50]1=[O:62])[C:15]([NH:17][C@H:18]1[CH2:24][CH2:23][S:22][C@H:21]2[CH2:25][CH2:26][CH2:27][C@@H:28]([C:29]([O:31][CH3:32])=[O:30])[N:20]2[C:19]1=[O:33])=[O:16])[C:35]1[CH:40]=[CH:39][CH:38]=[CH:37][CH:36]=1 |f:1.2|. Procedure details: (4S,7S,10aS)-Methyl 4-((2R,5R)-2,5-dibenzyl-6-oxo-6-((S,Z)-2-oxo-1-phenyl-2,3,4,7-tetrahydro-1H-azepin-3-ylamino)hexanamido)-5-oxooctahydro-2H-pyrido[2,1-b][1,3]thiazepine-7-carboxylate was synthesized as described in General Procedure H using Intermediate 23 (30 mg, 0.053 mmol) and Intermediate 52 (20 mg, 0.064 mmol) to give a white solid (26 mg, 65% yield). Anal. Calcd. for C43H50N4O6S m/z 750.4. found: 751.4 (M+H)+; 1H NMR (400 MHz, DMSO-d6) δ ppm 7.86 (dd, J=36.0, 7.3 Hz, 2H), 7.34 (t, J=7.8... Reactants: CC1(C(O)CN(Cc2ccccc2)C(=O)CCl)OCCO1, CCOC(C)=O, [H-], [Na+], C1CCOC1. Product: CC1(C2CN(Cc3ccccc3)C(=O)CO2)OCCO1. RXN SMILES: [CH2:3]([c:4]1[cH:5][cH:6][cH:7][cH:8][cH:9]1)[N:10]([C:11]([CH2:12][Cl:13])=[O:14])[CH2:15][CH:16]([OH:17])[C:18]1([CH3:23])[O:19][CH2:20][CH2:21][O:22]1.[CH3:24][CH2:25][O:26][C:27](=[O:28])[CH3:29].[H-:1].[Na+:2].[O:30]1[CH2:31][CH2:32][CH2:33][CH2:34]1>>[CH2:3]([c:4]1[cH:5][cH:6][cH:7][cH:8][cH:9]1)[N:10]1[C:11](=[O:14])[CH2:12][O:17][CH:16]([C:18]2([CH3:23])[O:19][CH2:20][CH2:21][O:22]2)[CH2:15]1. Procedure: 20 was synthesized from 19 (0.09 mmol), as described for 9k. The crude material was then stirred at room temperature in AcOH/THF/H2O (4/2/1) solution overnight. The reaction mixture was concentrated under reduced pressure and purified by silica gel chromatography (DCM/MeOH) to yield the title compound. White lyophilized powder. Molecular Formula C26H37FN5O9PS2 1H NMR (DMSO-d6, 400 MHz) δ (ppm) 1.16 (s, 20H), 3.06-3.09 (m, 4H), 3.90-3.91 (d, J=5.40 Hz, 1H), 3.99-4.10 (q, J=6.70 Hz and J=7.00 Hz, ... The reactants are CON(C=1NC(C=2N=CN(C2N1)[C@H]1[C@@]([C@H](OC2OCCCC2)[C@H](O1)CO)(F)C#C)=O)C(C1=CC=CC=C1)(C1=CC=CC=C1)C1=CC=CC=C1 (N2-Methoxytrityl-9-[(2R)-2-deoxy-2-C-ethynyl-2-fluoro-3-O-tetrahydropyranyl-β-D-erythro-pentofuranosyl]guanine), 9k, crude material. Yields the product C(#C)[C@@]1([C@@H](O[C@@H]([C@H]1O)CO)N1C=2N=C(NC(C2N=C1)=O)N)F (9-[(2R)-2-Deoxy-2-C-ethynyl-2-fluoro-β-D-erythro-pentofuranosyl]guanine). RXN SMILES: CO[N:3](C(C1C=CC=CC=1)(C1C=CC=CC=1)C1C=CC=CC=1)[C:4]1[NH:5][C:6](=[O:30])[C:7]2[N:8]=[CH:9][N:10]([C@@H:13]3[O:24][C@H:23]([CH2:25][OH:26])[C@@H:15]([O:16]C4CCCCO4)[C@@:14]3([C:28]#[CH:29])[F:27])[C:11]=2[N:12]=1>CC(O)=O.C1COCC1.O>[C:28]([C@@:14]1([F:27])[C@H:15]([OH:16])[C@@H:23]([CH2:25][OH:26])[O:24][C@H:13]1[N:10]1[CH:9]=[N:8][C:7]2[C:6](=[O:30])[NH:5][C:4]([NH2:3])=[N:12][C:11]1=2)#[CH:29] |f:1.2.3|. Solvent: CC(=O)O.C1CCOC1.O (AcOH THF H2O). The reactants are NC1=C(C(=O)O)C=CC=C1C (2-amino-3-methylbenzoic acid), OC1CCN(CC1)C(=O)OC(C)(C)C (tert-butyl 4-hydroxytetrahydro-1(2H)-pyridinecarboxylate), C1(CCC1)=O (cyclobutanone), CN (methylamine), COC1=CC=C(C=O)C=C1 (4-methoxybenzaldehyde). Product: C1(CCC1)N1CCC(CC1)OC1=CC=C(C=C1)C1=NC2=C(C=CC=C2C(N1C)=O)C (2-{4-[{1-Cyclobutylpiperidin-4-yl)oxy]phenyl}-3,8-dimethylquinazolin-4(3H)-one). As a reaction SMILES: [NH2:1][C:2]1[C:10]([CH3:11])=[CH:9][CH:8]=[CH:7][C:3]=1[C:4]([OH:6])=O.[CH3:12][NH2:13].[CH3:14][O:15][C:16]1[CH:23]=[CH:22][C:19]([CH:20]=O)=[CH:18][CH:17]=1.OC1[CH2:30][CH2:29][N:28](C(OC(C)(C)C)=O)[CH2:27][CH2:26]1.[C:38]1(=O)[CH2:41][CH2:40][CH2:39]1>>[CH:38]1([N:28]2[CH2:29][CH2:30][CH:14]([O:15][C:16]3[CH:23]=[CH:22][C:19]([C:20]4[N:13]([CH3:12])[C:4](=[O:6])[C:3]5[C:2](=[C:10]([CH3:11])[CH:9]=[CH:8][CH:7]=5)[N:1]=4)=[CH:18][CH:17]=3)[CH2:26][CH2:27]2)[CH2:41][CH2:40][CH2:39]1. Reported procedure: The entitled compound was obtained according to the method of Example 85 but using 2-amino-3-methylbenzoic acid, methylamine, 4-methoxybenzaldehyde, tert-butyl 4-hydroxytetrahydro-1(2H)-pyridinecarboxylate, and cyclobutanone. The obtained compound was further purified through reversed-phase liquid chromatography (acetonitrile-water) to give a colorless solid (m.p. 152.0-153.8° C.).